From a dataset of the Open Reaction Database (ORD), a public repository of structured organic reaction records. describe an organic reaction: reactants, conditions, products, and yield Starting materials: OC1=CC=NN1C1=NC=CC(=C1)C#N (2-(5-hydroxy-1H-pyrazol-1-yl)pyridine-4-carbonitrile), CC(CC)OC1=C(C=CC(=C1)Cl)CO ((2-butan-2-yloxy-4-chlorophenyl)methanol). Product: CC(CC)OC1=C(C=CC(=C1)Cl)COC1=CC=NN1C1=NC=CC(=C1)C#N (2-[5-[(2-butan-2-yloxy-4-chlorophenyl)methoxy]pyrazol-1-yl]pyridine-4-carbonitrile). RXN SMILES: [OH:1][C:2]1[N:6]([C:7]2[CH:12]=[C:11]([C:13]#[N:14])[CH:10]=[CH:9][N:8]=2)[N:5]=[CH:4][CH:3]=1.[CH3:15][CH:16]([O:19][C:20]1[CH:25]=[C:24]([Cl:26])[CH:23]=[CH:22][C:21]=1[CH2:27]O)[CH2:17][CH3:18]>>[CH3:15][CH:16]([O:19][C:20]1[CH:25]=[C:24]([Cl:26])[CH:23]=[CH:22][C:21]=1[CH2:27][O:1][C:2]1[N:6]([C:7]2[CH:12]=[C:11]([C:13]#[N:14])[CH:10]=[CH:9][N:8]=2)[N:5]=[CH:4][CH:3]=1)[CH2:17][CH3:18]. Procedure details: The title compound was prepared from 2-(5-hydroxy-1H-pyrazol-1-yl)pyridine-4-carbonitrile and (2-butan-2-yloxy-4-chlorophenyl)methanol according to the procedure for the preparation of Example 39, part C. [M+H] Calc'd for C20H19ClN4O2, 383. Found, 383. Reactants: BrC=1C=NC=2N(C1)C=C(N2)C=2C=C(C=CC2Cl)NC(=O)N2CCCC2 (N-(3-(6-bromoimidazo[1,2-a]pyrimidin-2-yl)-4-chlorophenyl)pyrrolidine-1-carboxamide), [Br-] (bromide), COC(=O)NC1=CC=C(C=C1)B(O)O ((4-((methoxycarbonyl)amino)phenyl)boronic acid). The solvent is CO (methanol). Yields the product ClC1=C(C=C(C=C1)NC(=O)N1CCCC1)C=1N=C2N(C=C(C=N2)C2=CC=C(C=C2)NC(OC)=O)C1 (methyl (4-(2-(2-chloro-5-(pyrrolidine-1-carboxamido)phenyl)imidazo[1,2-a]pyrimidin-6-yl)phenyl)carbamate). RXN SMILES: Br[C:2]1[CH:3]=[N:4][C:5]2[N:6]([CH:8]=[C:9]([C:11]3[CH:12]=[C:13]([NH:18][C:19]([N:21]4[CH2:25][CH2:24][CH2:23][CH2:22]4)=[O:20])[CH:14]=[CH:15][C:16]=3[Cl:17])[N:10]=2)[CH:7]=1.[Br-].[CH3:27][O:28][C:29]([NH:31][C:32]1[CH:37]=[CH:36][C:35](B(O)O)=[CH:34][CH:33]=1)=[O:30]>CO>[Cl:17][C:16]1[CH:15]=[CH:14][C:13]([NH:18][C:19]([N:21]2[CH2:25][CH2:24][CH2:23][CH2:22]2)=[O:20])=[CH:12][C:11]=1[C:9]1[N:10]=[C:5]2[N:4]=[CH:3][C:2]([C:35]3[CH:34]=[CH:33][C:32]([NH:31][C:29](=[O:30])[O:28][CH3:27])=[CH:37][CH:36]=3)=[CH:7][N:6]2[CH:8]=1. Reported procedure: Compound 24 was synthesized using N-(3-(6-bromoimidazo[1,2-a]pyrimidin-2-yl)-4-chlorophenyl)pyrrolidine-1-carboxamide (I-15) as the bromide and (4-((methoxycarbonyl)amino)phenyl)boronic acid using a suzuki coupling protocol as described in the synthesis of I-11. The residue was redissolved in methanol and precipitation yielded the compound. m/z (ESI) of 24: 491.2 (M+H+), 1H NMR (600 MHz, DMSO-D6) δ 9.86 (s, 1H), 9.30 (d, J=2.6, 1H), 8.94 (d, J=2.6, 1H), 8.55 (s, 1H), 8.47 (d, J=2.8, 2H), 7.73 (m... Starting materials: CC(=O)C (acetone), C(CC)(=O)O (propionic acid), CC(C#N)(O)C (acetone cyanohydrin), CC(C#N)(O)C (acetone cyanohydrin), CC(C#N)(O)C (acetone cyanohydrin), OC(C(=O)O)(C)C (2-hydroxyisobutyric acid), CC(=O)C (acetone). Solvent: P(=O)([O-])([O-])[O-].[K+].[K+].[K+] (potassium phosphate). Conditions: time 4 hour. The product is OC(C(=O)O)(C)C (2-hydroxyisobutyric acid), OC(C(=O)N)(C)C (2-hydroxyisobutyramide). Reaction SMILES: [CH3:1][C:2]([CH3:6])([OH:5])[C:3]#[N:4].C(O)(=[O:10])CC.CC(C)=O.[OH:16][C:17]([CH3:22])([CH3:21])[C:18]([OH:20])=[O:19]>P([O-])([O-])([O-])=O.[K+].[K+].[K+]>[OH:16][C:17]([CH3:22])([CH3:21])[C:18]([OH:20])=[O:19].[OH:5][C:2]([CH3:6])([CH3:1])[C:3]([NH2:4])=[O:10] |f:4.5.6.7|. Procedure details: A suspension of 0.383 g (wet cell paste) Comamonas testosteroni 5-MGAM4D cells (ATCC 55744) in 5.56 mL of 50 mM potassium phosphate buffer (pH 6.0) was placed into a 15-mL polypropylene centrifuge tube, then 51.0 mg of acetone cyanohydrin (0.10 M final concentration of acetone cyanohydrin in the suspension) was added and the resulting suspension mixed on a rotating platform at 25° C. Samples for analysis (0.180 mL) were mixed with 0.020 mL of 1.0 M propionic acid (HPLC external standard), centri... The reactants are CC(c1ccc(Br)cc1)N1CCC(CCCO)(c2ccccc2)OC1=O, OB(O)c1ccccn1. The product is CC(c1ccc(-c2ccccn2)cc1)N1CCC(CCCO)(c2ccccc2)OC1=O. RXN SMILES: [Br:1][c:2]1[cH:3][cH:4][c:5]([CH:8]([CH3:9])[N:10]2[C:11](=[O:26])[O:12][C:13]([c:16]3[cH:17][cH:18][cH:19][cH:20][cH:21]3)([CH2:22][CH2:23][CH2:24][OH:25])[CH2:14][CH2:15]2)[cH:6][cH:7]1.[n:27]1[c:28]([B:33]([OH:34])[OH:35])[cH:29][cH:30][cH:31][cH:32]1>>[c:2]1(-[c:28]2[n:27][cH:32][cH:31][cH:30][cH:29]2)[cH:3][cH:4][c:5]([CH:8]([CH3:9])[N:10]2[C:11](=[O:26])[O:12][C:13]([c:16]3[cH:17][cH:18][cH:19][cH:20][cH:21]3)([CH2:22][CH2:23][CH2:24][OH:25])[CH2:14][CH2:15]2)[cH:6][cH:7]1. Procedure details: This compound was synthesized from 2-amino-5-methyl thiazole (5.0 g, 43.710 mmol) and ethyl chloroacetoacetate (9.893 g, 59.561 mmol) in polyphosphoric acid (40.0 g) according to the procedure described in Step 1, Intermediate 2 to afford 6.0 g of the desired compound as a black solid; 1H NMR (300 MHz, DMSO-d6) δ 2.43 (s, 3H), 4.58 (s, 2H), 6.39 (s, 1H), 7.87 (s, 1H); ESI-MS (m/z) 215.37 (M+H)+. As a reaction SMILES: [NH2:1][C:2]1[S:3][C:4]([CH3:7])=[CH:5][N:6]=1.[Cl:8][CH2:9][C:10](=O)[CH2:11][C:12](OCC)=[O:13].C1(COC2C(OC)=CC=CC=2/C=C/C2N=C3SC=CN3C(=O)C=2I)CC1>>[Cl:8][CH2:9][C:10]1[N:1]=[C:2]2[S:3][C:4]([CH3:7])=[CH:5][N:6]2[C:12](=[O:13])[CH:11]=1. Isolated yield 63.9%. Starting materials: NC=1SC(=CN1)C (2-amino-5-methyl thiazole), ClCC(CC(=O)OCC)=O (ethyl chloroacetoacetate), C1(CC1)COC1=C(C=CC=C1OC)/C=C/C=1N=C2N(C(C1I)=O)C=CS2 (7-{(E)-2-[2-(Cyclopropylmethoxy)-3-methoxyphenyl]vinyl}-6-iodo-5H-[1,3]thiazolo[3,2-a]pyrimidin-5-one). Yields the product ClCC=1N=C2N(C(C1)=O)C=C(S2)C (7-(Chloromethyl)-2-methyl-5H-[1,3]thiazolo[3,2-a]pyrimidin-5-one). Solvent: polyphosphoric acid. The reactants are Cl (hydrochloric acid), FC1=CC=C2C(C(=CN(C2=C1OC)[C@H]1[C@H](C1)F)C(=O)OCC)=O (ethyl 7-fluoro-1-[2-(S)-fluoro-1-(R)-cyclopropyl]-1,4-dihydro-8-methoxy-4-oxoquinoline-3-carboxylate), ice water. Run in C(C)(=O)O (acetic acid). The product is FC1=CC=C2C(C(=CN(C2=C1OC)[C@H]1[C@H](C1)F)C(=O)O)=O (7-fluoro-1-[2-(S)-fluoro-1-(R)-cyclopropyl]-1,4-dihydro-8-methoxy-4-oxoquinoline-3-carboxylic acid). RXN SMILES: [F:1][C:2]1[C:11]([O:12][CH3:13])=[C:10]2[C:5]([C:6](=[O:23])[C:7]([C:18]([O:20]CC)=[O:19])=[CH:8][N:9]2[C@@H:14]2[CH2:16][C@@H:15]2[F:17])=[CH:4][CH:3]=1.Cl>C(O)(=O)C>[F:1][C:2]1[C:11]([O:12][CH3:13])=[C:10]2[C:5]([C:6](=[O:23])[C:7]([C:18]([OH:20])=[O:19])=[CH:8][N:9]2[C@@H:14]2[CH2:16][C@@H:15]2[F:17])=[CH:4][CH:3]=1. Procedure details: After dissolving ethyl 7-fluoro-1-[2-(S)-fluoro-1-(R)-cyclopropyl]-1,4-dihydro-8-methoxy-4-oxoquinoline-3-carboxylate (34.0 g, 105 mmol) in acetic acid (400 ml) and then adding concentrated hydrochloric acid (400 ml) thereto, it was heated under reflux for 3 hours. After cooling, the reaction solution was poured into ice water (1500 ml), and the precipitated crystals were filtered out. After washing the filtered-out crystals with an excess amount of water, it was washed with cold ethanol and die... The reactants are C(C=C)Br (allylbromide), [H-].[Na+] (sodium hydride), resultant mixture, C(C)(=O)OCC (ethyl acetate), C1(=CC=CC=C1)C(N1CCN(CC1)CC(O)C1=C(C=C(C=C1)OC)O)C1=CC=CC=C1 (2-(4-diphenylmethylpiperazinyl)-1-(2-hydroxy-4-methoxyphenyl)ethanol), resultant suspension. The solvent is O1CCCC1 (tetrahydrofuran), O1CCCC1 (tetrahydrofuran), O1CCCC1 (tetrahydrofuran). The product is C(C=C)OC1=C(C=CC(=C1)OC)C(CN1CCN(CC1)C(C1=CC=CC=C1)C1=CC=CC=C1)O (1-(2-allyloxy-4-methoxyphenyl)-2-(4-diphenylmethylpiperazinyl)ethanol). Yield: 45.7%. Reaction SMILES: [H-].[Na+].[C:3]1([CH:9]([C:28]2[CH:33]=[CH:32][CH:31]=[CH:30][CH:29]=2)[N:10]2[CH2:15][CH2:14][N:13]([CH2:16][CH:17]([C:19]3[CH:24]=[CH:23][C:22]([O:25][CH3:26])=[CH:21][C:20]=3[OH:27])[OH:18])[CH2:12][CH2:11]2)[CH:8]=[CH:7][CH:6]=[CH:5][CH:4]=1.[CH2:34](Br)[CH:35]=[CH2:36].C(OCC)(=O)C>O1CCCC1>[CH2:36]([O:27][C:20]1[CH:21]=[C:22]([O:25][CH3:26])[CH:23]=[CH:24][C:19]=1[CH:17]([OH:18])[CH2:16][N:13]1[CH2:12][CH2:11][N:10]([CH:9]([C:3]2[CH:4]=[CH:5][CH:6]=[CH:7][CH:8]=2)[C:28]2[CH:33]=[CH:32][CH:31]=[CH:30][CH:29]=2)[CH2:15][CH2:14]1)[CH:35]=[CH2:34] |f:0.1|. Reported procedure: 53 mg (2.2 mmol) of sodium hydride was suspended in 5 ml of tetrahydrofuran. To the resultant suspension was added a solution which had been prepared by dissolving 837 mg (2 mmol) of 2-(4-diphenylmethylpiperazinyl)-1-(2-hydroxy-4-methoxyphenyl)ethanol in 5 ml of tetrahydrofuran under ice-cooled conditions. Thereafter, 2 ml of a tetrahydrofuran solution of 266 mg (2.2 mmol) of allylbromide was added and heated with refluxing for 4 hours. After being cooled to room temperature, the resultant mixtu... The reactants are C1(O)=CC(O)=CC(O)=C1 (phloroglucinol), C(C1=CC=CC=C1)(=O)CC(=O)OCC (ethyl benzoylacetate), Cl (HCl). Solvent: C(C)O (ethanol). The product is OC1=CC(=CC2=C1C(=CC(O2)=O)C2=CC=CC=C2)O (5,7-Dihydroxy-4-phenyl-2H-1-benzopyran-2-one). Reaction SMILES: [C:1]1([CH:9]=[C:7]([OH:8])[CH:6]=[C:4]([OH:5])[CH:3]=1)[OH:2].[C:10]([CH2:18][C:19](OCC)=[O:20])(=O)[C:11]1[CH:16]=[CH:15][CH:14]=[CH:13][CH:12]=1.Cl>C(O)C>[OH:2][C:1]1[C:9]2[C:10]([C:11]3[CH:16]=[CH:15][CH:14]=[CH:13][CH:12]=3)=[CH:18][C:19](=[O:20])[O:8][C:7]=2[CH:6]=[C:4]([OH:5])[CH:3]=1. Procedure: A solution of phloroglucinol (2.00 g) and ethyl benzoylacetate (3.05 g) in ethanol (30 ml) was treated with dry HCl as described in example 1a. The product was recrystallized from ethanol-water (1:1). Yield 3.0 g (75%).